describe an organic reaction: reactants, conditions, products, and yield From a dataset of the Open Reaction Database (ORD), a public repository of structured organic reaction records. Reported procedure: 363 mg (0.942 mmol equivalents) of 5-(t-butyldimethylsiloxymethyl)-2,2-dimethyl-5-[(2-nitro-1H-imidazol-1-yl)methyl]-1,3-dioxane was dissolved in 10.0 mL of tetrahydrofuran, 0.94 mL (1.0 mol/L solution, 0.94 mmol equivalents) of a tetrahydrofuran solution of tetrabutylammonium fluoride was added thereto, and the mixture was stirred at room temperature (25° C.) for 10 minutes. After completion of the reaction, a saturated aqueous solution of ammonium chloride and water were added thereto, and the... Run at temperature 25 celsius, time 10 minute. Reactants: O([Si](C)(C)C(C)(C)C)CC1(COC(OC1)(C)C)CN1C(=NC=C1)[N+](=O)[O-] (5-(t-butyldimethylsiloxymethyl)-2,2-dimethyl-5-[(2-nitro-1H-imidazol-1-yl)methyl]-1,3-dioxane), [Cl-].[NH4+] (ammonium chloride), O (water), [F-].C(CCC)[N+](CCCC)(CCCC)CCCC (tetrabutylammonium fluoride). The product is CC1(OCC(CO1)(CN1C(=NC=C1)[N+](=O)[O-])CO)C (2,2-dimethyl-5-hydroxymethyl-5-[(2-nitro-1H-imidazol-1-yl)methyl]-1,3-dioxane). RXN SMILES: [O:1]([CH2:9][C:10]1([CH2:18][N:19]2[CH:23]=[CH:22][N:21]=[C:20]2[N+:24]([O-:26])=[O:25])[CH2:15][O:14][C:13]([CH3:17])([CH3:16])[O:12][CH2:11]1)[Si](C(C)(C)C)(C)C.[F-].C([N+](CCCC)(CCCC)CCCC)CCC.[Cl-].[NH4+].O>O1CCCC1>[CH3:16][C:13]1([CH3:17])[O:12][CH2:11][C:10]([CH2:9][OH:1])([CH2:18][N:19]2[CH:23]=[CH:22][N:21]=[C:20]2[N+:24]([O-:26])=[O:25])[CH2:15][O:14]1 |f:1.2,3.4|. The solvent is O1CCCC1 (tetrahydrofuran), O1CCCC1 (tetrahydrofuran). Yield: 86.5%.